Dataset: the Open Reaction Database (ORD), a public repository of structured organic reaction records. Task: describe an organic reaction: reactants, conditions, products, and yield The reactants are Cl.C(C1=CN=CC=C1)(=O)Cl (Nicotinoyl chloride hydrochloride), C(CCCCCCC\C=C/CCCCCCCC)O (oleyl alcohol), N1=CC=CC=C1 (Pyridine). The solvent is CCCCCC (hexane). Conditions: time 24 hour. Product: C(C1=CN=CC=C1)(=O)O (nicotinic acid). RXN SMILES: Cl.[C:2](Cl)(=[O:9])[C:3]1[CH:8]=[CH:7][CH:6]=[N:5][CH:4]=1.C([OH:29])CCCCCCC/C=C\CCCCCCCC.N1C=CC=CC=1>CCCCCC>[C:2]([OH:9])(=[O:29])[C:3]1[CH:8]=[CH:7][CH:6]=[N:5][CH:4]=1 |f:0.1|. Procedure: Nicotinoyl chloride hydrochloride (17.8 g, 0.1 mol) and oleyl alcohol (26.85 g, 0.1 mol) were added into hexane (250 ml). Pyridine (15.8 g, 0.2 mol) was added to the stirred mixture over a period of 10 min, and the reaction mixture was stirred at room temperature for 24 h. Pyridine hydrochloride was removed by filtration and washed with hexane. The combined filtrate was extracted with water, dried over MgSO4 and evaporated to dryness. The residue was digested twice with acetonitrile, and the sti... Starting materials: CC(C)(C)c1cc(O)ccc1O, CCBr, CN(C)C=O, [H-], [Na+], O. The product is CCOc1ccc(O)c(C(C)(C)C)c1. RXN SMILES: [C:1]([CH3:2])([CH3:3])([CH3:4])[c:5]1[c:6]([OH:7])[cH:8][cH:9][c:10]([OH:12])[cH:11]1.[CH2:13]([CH3:14])[Br:15].[CH3:16][N:17]([CH3:18])[CH:19]=[O:20].[H-:21].[Na+:22].[OH2:23]>>[C:1]([CH3:2])([CH3:3])([CH3:4])[c:5]1[c:6]([OH:7])[cH:8][cH:9][c:10]([O:12][CH2:13][CH3:14])[cH:11]1. Starting materials: CN(CCCl)C (2-(dimethylamino)ethyl chloride), O (Water), NaNH2, CN(C(CC1=CC=CC=C1)=O)C (N,N-dimethyl-phenylacetamide). The solvent is C1(=CC=CC=C1)C (toluene), C1(=CC=CC=C1)C (toluene), C1(=CC=CC=C1)C (toluene), C1(=CC=CC=C1)C (toluene). The product is CN(C(C(CCN(C)C)C1=CC=CC=C1)=O)C (N,N-dimethyl-4-dimethylamino-2-phenylbutanamide). The yield is 76.8%. RXN SMILES: [CH3:1][N:2]([CH3:12])[C:3](=[O:11])[CH2:4][C:5]1[CH:10]=[CH:9][CH:8]=[CH:7][CH:6]=1.[CH3:13][N:14]([CH3:18])[CH2:15][CH2:16]Cl.O>C1(C)C=CC=CC=1>[CH3:12][N:2]([CH3:1])[C:3](=[O:11])[CH:4]([C:5]1[CH:6]=[CH:7][CH:8]=[CH:9][CH:10]=1)[CH2:16][CH2:15][N:14]([CH3:18])[CH3:13]. Procedure: To a mechanically-stirred, refluxing suspension of 5.85 g (0.15 mol) of NaNH2 in 150 ml of toluene, was added dropwise under N2, 50 ml of a toluene solution consisting of 16.3 g (0.1 mol) of N,N-dimethyl-phenylacetamide (prepared by reaction of phenylacetyl chloride and N,N-dimethylamine in CH2Cl2 solvent) in toluene, and the mixture was stirred at reflux for 4 hr. Then, 16.5g (0.15 mol) of 2-(dimethylamino)ethyl chloride in 100 ml of toluene was added dropwise. The mixture was refluxed for 6 hr...